This data is from the Open Reaction Database (ORD), a public repository of structured organic reaction records. The task is: describe an organic reaction: reactants, conditions, products, and yield The reactants are C1CCOC1, COC(=O)COCCCCN1C(=O)CCCC1C=O, [H-], [Na+], COP(=O)(CC(=O)Cc1ccccc1)OC. Yields the product COC(=O)COCCCCN1C(=O)CCCC1C=CC(=O)Cc1ccccc1. RXN SMILES: [CH2:38]1[O:39][CH2:40][CH2:41][CH2:42]1.[CH3:19][O:20][C:21]([CH2:22][O:23][CH2:24][CH2:25][CH2:26][CH2:27][N:28]1[CH:29]([CH:35]=[O:36])[CH2:30][CH2:31][CH2:32][C:33]1=[O:34])=[O:37].[H-:1].[Na+:2].[O:3]=[C:4]([CH2:5][P:6](=[O:7])([O:8][CH3:9])[O:10][CH3:11])[CH2:12][c:13]1[cH:14][cH:15][cH:16][cH:17][cH:18]1>>[O:3]=[C:4]([CH:5]=[CH:35][CH:29]1[N:28]([CH2:27][CH2:26][CH2:25][CH2:24][O:23][CH2:22][C:21]([O:20][CH3:19])=[O:37])[C:33](=[O:34])[CH2:32][CH2:31][CH2:30]1)[CH2:12][c:13]1[cH:14][cH:15][cH:16][cH:17][cH:18]1. Reactants: ClCCl, Cl, CCCc1cc(C(OCOC)(C(F)(F)F)C(F)(F)F)ccc1Oc1ccc([N+](=O)[O-])c(CO)c1, O, O=C=Nc1ccccc1, c1ccncc1. Product: CCCc1cc(C(OCOC)(C(F)(F)F)C(F)(F)F)ccc1Oc1ccc([N+](=O)[O-])c(COC(=O)Nc2ccccc2)c1. As a reaction SMILES: [Cl:51][CH2:52][Cl:53].[ClH:50].[F:1][C:2]([C:3]([C:4]([F:5])([F:6])[F:7])([O:8][CH2:9][O:10][CH3:11])[c:12]1[cH:13][c:14]([CH2:30][CH2:31][CH3:32])[c:15]([O:16][c:17]2[cH:18][cH:19][c:20]([N+:25](=[O:26])[O-:27])[c:21]([CH2:23][OH:24])[cH:22]2)[cH:28][cH:29]1)([F:33])[F:34].[OH2:54].[c:41]1([N:47]=[C:48]=[O:49])[cH:42][cH:43][cH:44][cH:45][cH:46]1.[cH:35]1[cH:36][cH:37][n:38][cH:39][cH:40]1>>[F:1][C:2]([C:3]([C:4]([F:5])([F:6])[F:7])([O:8][CH2:9][O:10][CH3:11])[c:12]1[cH:13][c:14]([CH2:30][CH2:31][CH3:32])[c:15]([O:16][c:17]2[cH:18][cH:19][c:20]([N+:25](=[O:26])[O-:27])[c:21]([CH2:23][O:24][C:48]([NH:47][c:41]3[cH:42][cH:43][cH:44][cH:45][cH:46]3)=[O:49])[cH:22]2)[cH:28][cH:29]1)([F:33])[F:34]. The reactants are C(C)(C)(C)OC(=O)N1CCC(CC1)C(=O)NC1=C(C=C(C=C1)Cl)I (2-[(1-tert-butoxycarbonylpiperidin-4-ylcarbonyl)amino]-5-chloro-1-iodobenzene), C([O-])([O-])=O.[K+].[K+] (potassium carbonate), [OH-].[Na+] (sodium hydroxide). The reagents and catalysts are C=1C=CC(=CC1)[P](C=2C=CC=CC2)(C=3C=CC=CC3)[Pd]([P](C=4C=CC=CC4)(C=5C=CC=CC5)C=6C=CC=CC6)([P](C=7C=CC=CC7)(C=8C=CC=CC8)C=9C=CC=CC9)[P](C=1C=CC=CC1)(C=1C=CC=CC1)C=1C=CC=CC1 (Pd(PPh3)4), [Cu](I)I (copper iodide). Solvent: C(C)#N (acetonitrile). Conditions: temperature 80 celsius, time 3 hour. Product: C(C)(C)(C)OC(=O)N1CCC(CC1)C(=O)NC1=C(C(=O)O)C=C(C=C1)Cl (2-[(1-tert-Butoxycarbonylpiperidin-4-ylcarbonyl)amino]-5-chlorobenzoic Acid). Isolated yield 47.5%. RXN SMILES: [C:1]([O:5][C:6]([N:8]1[CH2:13][CH2:12][CH:11]([C:14]([NH:16][C:17]2[CH:22]=[CH:21][C:20]([Cl:23])=[CH:19][C:18]=2I)=[O:15])[CH2:10][CH2:9]1)=[O:7])([CH3:4])([CH3:3])[CH3:2].[C:25](=O)([O-:27])[O-:26].[K+].[K+].[OH-].[Na+]>C(#N)C.C1C=CC([P]([Pd]([P](C2C=CC=CC=2)(C2C=CC=CC=2)C2C=CC=CC=2)([P](C2C=CC=CC=2)(C2C=CC=CC=2)C2C=CC=CC=2)[P](C2C=CC=CC=2)(C2C=CC=CC=2)C2C=CC=CC=2)(C2C=CC=CC=2)C2C=CC=CC=2)=CC=1.[Cu](I)I>[C:1]([O:5][C:6]([N:8]1[CH2:13][CH2:12][CH:11]([C:14]([NH:16][C:17]2[CH:22]=[CH:21][C:20]([Cl:23])=[CH:19][C:18]=2[C:25]([OH:27])=[O:26])=[O:15])[CH2:10][CH2:9]1)=[O:7])([CH3:4])([CH3:3])[CH3:2] |f:1.2.3,4.5,^1:39,41,60,79|. Procedure: To a stirring solution of 2-[(1-tert-butoxycarbonylpiperidin-4-ylcarbonyl)amino]-5-chloro-1-iodobenzene (10 g, 21.5 mmol) in acetonitrile (350 mL) was added potassium carbonate (14.9 g, 107.5 mmol), followed by Pd(PPh3)4 (1.24 g, 1.1 mmol), and copper iodide (0.21 g, 1.1 mmol). The mixture was placed under an atmosphere of carbon monoxide and heated to 80° C. After 3 h, 1 N aqueous sodium hydroxide (50 mL) was added to the hot reaction solution. The solution was stirred for 10 min and concentrat...